This data is from the Open Reaction Database (ORD), a public repository of structured organic reaction records. The task is: describe an organic reaction: reactants, conditions, products, and yield The reactants are CC(C(=O)N)C (2-methylpropanamide), F[B-](F)(F)F.C(C)[O+](CC)CC (triethyloxonium tetrafluoroborate), NC=1C(=C2C(=NC1)C=CS2)N[C@@H]2CC[C@H](CC2)CC#N ({trans-4-[(6-aminothieno[3,2-b]pyridin-7-yl)amino]cyclohexyl}acetonitrile). Solvent: C(C)O (ethanol), O1CCCC1 (tetrahydrofuran). Reaction conditions: time 1 hour. Product: C(C)(C)C1=NC=2C(=C3C(=NC2)C=CS3)N1[C@@H]1CC[C@H](CC1)CC#N ([trans-4-(2-Isopropyl-1H-imidazo[4,5-d]thieno[3,2-b]pyridin-1-yl)cyclohexyl]acetonitrile). The yield is 11.1%. Reaction SMILES: [CH3:1][CH:2]([CH3:6])[C:3]([NH2:5])=O.F[B-](F)(F)F.C([O+](CC)CC)C.N[C:20]1[C:21]([NH:29][C@H:30]2[CH2:35][CH2:34][C@H:33]([CH2:36][C:37]#[N:38])[CH2:32][CH2:31]2)=[C:22]2[S:28][CH:27]=[CH:26][C:23]2=[N:24][CH:25]=1>O1CCCC1.C(O)C>[CH:2]([C:3]1[N:29]([C@H:30]2[CH2:31][CH2:32][C@H:33]([CH2:36][C:37]#[N:38])[CH2:34][CH2:35]2)[C:21]2=[C:22]3[S:28][CH:27]=[CH:26][C:23]3=[N:24][CH:25]=[C:20]2[N:5]=1)([CH3:6])[CH3:1] |f:1.2|. Procedure: A mixture of 2-methylpropanamide (80 mg, 0.9 mmol) and triethyloxonium tetrafluoroborate (170 mg, 0.89 mmol) in tetrahydrofuran (0.4 mL) was stirred at room temperature for 1 h and then concentrated. A mixture of {trans-4-[(6-aminothieno[3,2-b]pyridin-7-yl)amino]cyclohexyl}acetonitrile (22 mg, 0.077 mmol) and the above made reagent in ethanol (0.70 mL) was heated at reflux for 2 h. The mixture was purified on prep-HPLC (XBridge C18 column, eluting with a gradient of acetonitrile/water containing... The reactants are C(C)(C)(C)O[C@H](C(=O)OC)C=1C(=C2C=CC(=NC2=CC1C)C(F)F)C1=CCC2(CC2)CC1 ((S)-methyl 2-tert-butoxy-2-(2-(difluoromethyl)-7-methyl-5-(spiro[2.5]oct-5-en-6-yl)quinolin-6-yl)acetate), [OH-].[Li+] (lithium hydroxide). Solvent: C(C)#N (acetonitrile), O1CCCC1.CO.O (tetrahydrofuran methanol water). Conditions: temperature 50 celsius. Product: C(C)(C)(C)O[C@H](C(=O)O)C=1C(=C2C=CC(=NC2=CC1C)C(F)F)C1=CCC2(CC2)CC1 ((S)-2-tert-butoxy-2-(2-(difluoromethyl)-7-methyl-5-(spiro[2.5]oct-5-en-6-yl)quinolin-6-yl)acetic acid). Yield: 67.3%. RXN SMILES: [C:1]([O:5][C@@H:6]([C:11]1[C:12]([C:25]2[CH2:32][CH2:31][C:28]3([CH2:30][CH2:29]3)[CH2:27][CH:26]=2)=[C:13]2[C:18](=[CH:19][C:20]=1[CH3:21])[N:17]=[C:16]([CH:22]([F:24])[F:23])[CH:15]=[CH:14]2)[C:7]([O:9]C)=[O:8])([CH3:4])([CH3:3])[CH3:2].[OH-].[Li+]>O1CCCC1.CO.O.C(#N)C>[C:1]([O:5][C@@H:6]([C:11]1[C:12]([C:25]2[CH2:32][CH2:31][C:28]3([CH2:29][CH2:30]3)[CH2:27][CH:26]=2)=[C:13]2[C:18](=[CH:19][C:20]=1[CH3:21])[N:17]=[C:16]([CH:22]([F:23])[F:24])[CH:15]=[CH:14]2)[C:7]([OH:9])=[O:8])([CH3:4])([CH3:2])[CH3:3] |f:1.2,3.4.5|. Reported procedure: To a solution of (S)-methyl 2-tert-butoxy-2-(2-(difluoromethyl)-7-methyl-5-(spiro[2.5]oct-5-en-6-yl)quinolin-6-yl)acetate (44.7 mg, 0.101 mmol) in tetrahydrofuran:methanol:water (2:2:1, 2 mL) was added lithium hydroxide (12 mg, 0.504 mmol) and the reaction was heated to 50° C. overnight. The reaction was diluted with acetonitrile and purified by reverse phase HPLC (Gemini, 15 to 95 ACN/H2O+0.1% TFA) and the desired product was lyophilized to give a white powder (29.2 mg). 1H-NMR: 400 MHz, (CD3CN... Reactants: CC1Cc2ccccc2N1, CC(=O)[O-], CCO, Clc1ccc2c(Cl)ccnc2c1, Cl, [Na+], O. The product is CC1Cc2ccccc2N1c1ccnc2cc(Cl)ccc12, Cl. RXN SMILES: [CH3:1][CH:2]1[NH:3][c:4]2[cH:5][cH:6][cH:7][cH:8][c:9]2[CH2:10]1.[CH3:25][C:26](=[O:27])[O-:28].[CH3:29][CH2:30][OH:31].[Cl:11][c:12]1[cH:13][cH:14][n:15][c:16]2[cH:17][c:18]([Cl:22])[cH:19][cH:20][c:21]12.[ClH:23].[Na+:24].[OH2:32]>>[CH3:1][CH:2]1[N:3]([c:12]2[cH:13][cH:14][n:15][c:16]3[cH:17][c:18]([Cl:22])[cH:19][cH:20][c:21]23)[c:4]2[cH:5][cH:6][cH:7][cH:8][c:9]2[CH2:10]1.[ClH:11]. The reactants are O=C=O, CI, CCOCC, Cl, FS(F)(F)(F)(F)c1cccc(I)c1. Yields the product O=C(O)c1cccc(S(F)(F)(F)(F)F)c1. Reaction SMILES: [C:16](=[O:17])=[O:18].[CH3:14][I:15].[CH3:20][CH2:21][O:22][CH2:23][CH3:24].[ClH:19].[I:1][c:2]1[cH:3][c:4]([S:8]([F:9])([F:10])([F:11])([F:12])[F:13])[cH:5][cH:6][cH:7]1>>[c:2]1([C:16](=[O:17])[OH:18])[cH:3][c:4]([S:8]([F:9])([F:10])([F:11])([F:12])[F:13])[cH:5][cH:6][cH:7]1.